Dataset: the Open Reaction Database (ORD), a public repository of structured organic reaction records. Task: describe an organic reaction: reactants, conditions, products, and yield The reactants are CCN=C=NCCCN(C)C, CC#N, Cl, O=C(O)c1ccc(F)c2ccccc12, CC(C)Oc1cccc(CC(N)C(O)c2ccc(F)cc2)c1, O, O, On1nnc2ccccc21. Yields the product CC(C)Oc1cccc(CC(NC(=O)c2ccc(F)c3ccccc23)C(O)c2ccc(F)cc2)c1. RXN SMILES: [CH2:38]([N:39]=[C:40]=[N:41][CH2:42][CH2:43][CH2:44][N:45]([CH3:46])[CH3:47])[CH3:48].[CH3:60][C:61]#[N:62].[ClH:37].[F:23][c:24]1[cH:25][cH:26][c:27]([C:34](=[O:35])[OH:36])[c:28]2[cH:29][cH:30][cH:31][cH:32][c:33]12.[NH2:1][CH:2]([CH:3]([OH:4])[c:5]1[cH:6][cH:7][c:8]([F:11])[cH:9][cH:10]1)[CH2:12][c:13]1[cH:14][c:15]([O:19][CH:20]([CH3:21])[CH3:22])[cH:16][cH:17][cH:18]1.[OH2:49].[OH2:63].[OH:50][n:51]1[c:52]2[cH:53][cH:54][cH:55][cH:56][c:57]2[n:58][n:59]1>>[NH:1]([CH:2]([CH:3]([OH:4])[c:5]1[cH:6][cH:7][c:8]([F:11])[cH:9][cH:10]1)[CH2:12][c:13]1[cH:14][c:15]([O:19][CH:20]([CH3:21])[CH3:22])[cH:16][cH:17][cH:18]1)[C:34]([c:27]1[cH:26][cH:25][c:24]([F:23])[c:33]2[c:28]1[cH:29][cH:30][cH:31][cH:32]2)=[O:35]. Reactants: [BH4-], COC(=O)c1sc(Br)cc1N(C(=O)C1CCC(C)CC1)C1CCC(=O)CC1, CO, [Na+]. Product: COC(=O)c1sc(Br)cc1N(C(=O)C1CCC(C)CC1)C1CCC(O)CC1. As a reaction SMILES: [BH4-:28].[CH3:1][O:2][C:3](=[O:4])[c:5]1[s:6][c:7]([Br:27])[cH:8][c:9]1[N:10]([CH:11]1[CH2:12][CH2:13][C:14](=[O:17])[CH2:15][CH2:16]1)[C:18](=[O:19])[CH:20]1[CH2:21][CH2:22][CH:23]([CH3:26])[CH2:24][CH2:25]1.[CH3:30][OH:31].[Na+:29]>>[CH3:1][O:2][C:3](=[O:4])[c:5]1[s:6][c:7]([Br:27])[cH:8][c:9]1[N:10]([CH:11]1[CH2:12][CH2:13][CH:14]([OH:17])[CH2:15][CH2:16]1)[C:18](=[O:19])[CH:20]1[CH2:21][CH2:22][CH:23]([CH3:26])[CH2:24][CH2:25]1. The reactants are C1CCOC1, CCOC(C)=O, COC(=O)c1ccc(S(=O)(=O)n2cc(C3CCC(F)(F)C3)c3ccccc32)cc1, CO, Cl, [Na+], [OH-]. Yields the product O=C(O)c1ccc(S(=O)(=O)n2cc(C3CCC(F)(F)C3)c3ccccc32)cc1. Reaction SMILES: [CH2:39]1[O:40][CH2:41][CH2:42][CH2:43]1.[CH3:33][CH2:34][O:35][C:36]([CH3:37])=[O:38].[CH3:3][O:4][C:5]([c:6]1[cH:7][cH:8][c:9]([S:12](=[O:13])(=[O:14])[n:15]2[cH:16][c:17]([CH:24]3[CH2:25][C:26]([F:29])([F:30])[CH2:27][CH2:28]3)[c:18]3[cH:19][cH:20][cH:21][cH:22][c:23]23)[cH:10][cH:11]1)=[O:31].[CH3:44][OH:45].[ClH:32].[Na+:2].[OH-:1]>>[O:4]=[C:5]([c:6]1[cH:7][cH:8][c:9]([S:12](=[O:13])(=[O:14])[n:15]2[cH:16][c:17]([CH:24]3[CH2:25][C:26]([F:29])([F:30])[CH2:27][CH2:28]3)[c:18]3[cH:19][cH:20][cH:21][cH:22][c:23]23)[cH:10][cH:11]1)[OH:31]. The reactants are N(=[N+]=[N-])CCC1=NC(=NC(=C1)C1=CC=C(C=C1)C)CC1=CC=CC=C1 (4-(2-Azido-ethyl)-2-benzyl-6-p-tolyl-pyrimidine), C1=CC=C(C=C1)P(C2=CC=CC=C2)C3=CC=CC=C3 (PPh3). Solvent: O (water), O (water), C1CCOC1 (THF). Reaction conditions: time 18 hour. Product: C(C1=CC=CC=C1)C1=NC(=CC(=N1)CCN)C1=CC=C(C=C1)C (2-(2-Benzyl-6-p-tolyl-pyrimidin-4-yl)-ethylamine). The yield is 98.9%. Reaction SMILES: [N:1]([CH2:4][CH2:5][C:6]1[CH:11]=[C:10]([C:12]2[CH:17]=[CH:16][C:15]([CH3:18])=[CH:14][CH:13]=2)[N:9]=[C:8]([CH2:19][C:20]2[CH:25]=[CH:24][CH:23]=[CH:22][CH:21]=2)[N:7]=1)=[N+]=[N-].C1C=CC(P(C2C=CC=CC=2)C2C=CC=CC=2)=CC=1>C1COCC1.O>[CH2:19]([C:8]1[N:7]=[C:6]([CH2:5][CH2:4][NH2:1])[CH:11]=[C:10]([C:12]2[CH:13]=[CH:14][C:15]([CH3:18])=[CH:16][CH:17]=2)[N:9]=1)[C:20]1[CH:21]=[CH:22][CH:23]=[CH:24][CH:25]=1. Procedure: To a solution of the product of Step C (0.066 g, 0.2 mmol) in THF (2 mL) was added PPh3 (0.059 g, 2.2 mmol). After 18 h, water was added (0.10 mL) and the mixture was stirred for 48 h. The mixture was diluted with water and extracted with CH2Cl2 (2×). The combined organic layers were dried and concentrated. The resulting residue was purified via SiO2 chromatography (5-15% EtOAc/hexanes) to give 0.060 g (99%) of the title compound. MS (ESI): exact mass calcd. for C20H21N3, 303.17; m/z found, 304.... Starting materials: COC(CC=1C(=NN(C1C)CC1=CC=C(C=C1)CCl)C)=O ([1-(4-chloromethyl-benzyl)-3,5-dimethyl-1H-pyrazol-4-yl]-acetic acid methyl ester), COC(CC=1C(=NN(C1C)CC1=CC=C(C=C1)CCl)C)=O ([1-(4-chloromethyl-benzyl)-3,5-dimethyl-1H-pyrazol-4-yl]-acetic acid methyl ester), FC(C1=CC=C(C=C1)S)(F)F (4-(Trifluoromethyl)thiophenol), C(=O)([O-])[O-].[K+].[K+] (K2CO3), C(C)(=O)OCC (Ethyl acetate). Run in CN(C=O)C (dimethylformamide), CN(C=O)C (dimethylformamide), O (water). Conditions: time 1 hour. Yields the product COC(CC=1C(=NN(C1C)CC1=CC=C(C=C1)CSC1=CC=C(C=C1)C(F)(F)F)C)=O ({3,5-Dimethyl-1-[4-(4-trifluoromethyl-phenylsulfanylmethyl)-benzyl]-1H-pyrazol-4-yl}-acetic acid methyl ester). As a reaction SMILES: [F:1][C:2]([F:11])([F:10])[C:3]1[CH:8]=[CH:7][C:6]([SH:9])=[CH:5][CH:4]=1.C([O-])([O-])=O.[K+].[K+].[CH3:18][O:19][C:20](=[O:38])[CH2:21][C:22]1[C:23]([CH3:37])=[N:24][N:25]([CH2:28][C:29]2[CH:34]=[CH:33][C:32]([CH2:35]Cl)=[CH:31][CH:30]=2)[C:26]=1[CH3:27].C(OCC)(=O)C>CN(C)C=O.O>[CH3:18][O:19][C:20](=[O:38])[CH2:21][C:22]1[C:23]([CH3:37])=[N:24][N:25]([CH2:28][C:29]2[CH:30]=[CH:31][C:32]([CH2:35][S:9][C:6]3[CH:5]=[CH:4][C:3]([C:2]([F:1])([F:10])[F:11])=[CH:8][CH:7]=3)=[CH:33][CH:34]=2)[C:26]=1[CH3:27] |f:1.2.3|. Procedure details: 4-(Trifluoromethyl)thiophenol (0.25 ml, 1.8 mmol) was dissolved in 5 ml dimethylformamide, and K2CO3 (337 mg, 2.4 mmol) was added to the solution. A solution of [1-(4-chloromethyl-benzyl)-3,5-dimethyl-1H-pyrazol-4-yl]-acetic acid methyl ester (intermediate 16.1.2, 1 g, 1.6 mmol) in dimethylformamide was added to the mixture within 5 min, and the mixture was stirred for 1 h at room temperature. Ethyl acetate and water were added, the mixture was washed with aqueous NaOH solution (1 M) and with wa... Starting materials: C(C)O[C@@H]1[C@@H](CNC1)NC1=NC(=C(N=C1CC)C=1C(=NC(=CC1)OC)C)CC (N-[(3R,4S)-4-ethoxypyrrolidin-3-yl]-3,6-diethyl-5-(6-methoxy-2-methylpyridin-3-yl)pyrazin-2-amine), C(C)C=1C(=NC(=C(N1)C1=C(C=C(C=C1)OC)C)CC)N[C@@H]1CN(C[C@@H]1OCC)C(=O)OCC1=CC=CC=C1 (benzyl (3R,4S)-3-{[3,6-diethyl-5-(4-methoxy-2-methylphenyl)pyrazin-2-yl]amino}-4-ethoxypyrrolidine-1-carboxylate). Product: C(C)O[C@@H]1[C@@H](CNC1)NC1=NC(=C(N=C1CC)C1=C(C=C(C=C1)OC)C)CC (N-[(3R,4S)-4-ethoxypyrrolidin-3-yl]-3,6-diethyl-5-(4-methoxy-2-methylphenyl)pyrazin-2-amine). RXN SMILES: C(O[C@H]1CNC[C@H]1NC1C(CC)=NC(C2C(C)=NC(OC)=CC=2)=C(CC)N=1)C.[CH2:29]([C:31]1[C:32]([NH:48][C@H:49]2[C@@H:53]([O:54][CH2:55][CH3:56])[CH2:52][N:51](C(OCC3C=CC=CC=3)=O)[CH2:50]2)=[N:33][C:34]([CH2:46][CH3:47])=[C:35]([C:37]2[CH:42]=[CH:41][C:40]([O:43][CH3:44])=[CH:39][C:38]=2[CH3:45])[N:36]=1)[CH3:30]>>[CH2:55]([O:54][C@H:53]1[CH2:52][NH:51][CH2:50][C@H:49]1[NH:48][C:32]1[C:31]([CH2:29][CH3:30])=[N:36][C:35]([C:37]2[CH:42]=[CH:41][C:40]([O:43][CH3:44])=[CH:39][C:38]=2[CH3:45])=[C:34]([CH2:46][CH3:47])[N:33]=1)[CH3:56]. Reported procedure: Following the procedure for the preparation of N-[(3R,4S)-4-ethoxypyrrolidin-3-yl]-3,6-diethyl-5-(6-methoxy-2-methylpyridin-3-yl)pyrazin-2-amine but substituting benzyl (3R,4S)-3-{[3,6-diethyl-5-(4-methoxy-2-methylphenyl)pyrazin-2-yl]amino}-4-ethoxypyrrolidine-1-carboxylate provided the title compound as an amber oil. 1H NMR (CDCl3) δ 1.12, 1.30, 2.12, 2.46, 2.72, 2.92–3.14, 3.36, 3.52, 3.63–3.82, 3.84, 4.18–4.24, 4.71–4.86, 5.11–5.22, 6.78, 6.83, 7.09; IR (diffuse reflectance) 2970 (s), 2933 (s... Starting materials: CN(C)C (trimethyl amine), ClC=1C=C(C(=O)OO)C=CC1 (m-chloroperoxybenzoic acid), ClC1(C(OC=2C(=CC3=C(NC(=N3)SCC3=NC=CC(=C3C)OC)C2)O1)(F)F)F (6-chloro-6,7,7-trifluoro-6,7-dihydro-2-[(4-methoxy-3-methyl-2-pyridyl)methylthio]-1H-[1,4]-dioxino[2,3-f]benzimidazole). The solvent is C(Cl)Cl (methylene chloride), C(Cl)Cl (methylene chloride). Conditions: time 4 hour. Product: ClC1(C(OC=2C(=CC3=C(NC(=N3)S(=O)CC3=NC=CC(=C3C)OC)C2)O1)(F)F)F (6-Chloro-6,7,7-trifluoro-6,7-dihydro-2-[(4-methoxy-3-methyl-2-pyridyl)methylsulfinyl]-1H-[1,4]-dioxino[2,3-f]benzimidazole). The yield is 64.3%. RXN SMILES: ClC1C=C(C=CC=1)C(OO)=[O:6].[Cl:12][C:13]1([F:39])[O:36][C:17]2=[CH:18][C:19]3[N:23]=[C:22]([S:24][CH2:25][C:26]4[C:31]([CH3:32])=[C:30]([O:33][CH3:34])[CH:29]=[CH:28][N:27]=4)[NH:21][C:20]=3[CH:35]=[C:16]2[O:15][C:14]1([F:38])[F:37].CN(C)C>C(Cl)Cl>[Cl:12][C:13]1([F:39])[O:36][C:17]2=[CH:18][C:19]3[N:23]=[C:22]([S:24]([CH2:25][C:26]4[C:31]([CH3:32])=[C:30]([O:33][CH3:34])[CH:29]=[CH:28][N:27]=4)=[O:6])[NH:21][C:20]=3[CH:35]=[C:16]2[O:15][C:14]1([F:37])[F:38]. Reported procedure: A solution of 0.42 g of approximately 85% pure m-chloroperoxybenzoic acid in 90 ml of methylene chloride is added dropwise to a solution of 0.9 g of 6-chloro-6,7,7-trifluoro-6,7-dihydro-2-[(4-methoxy-3-methyl-2-pyridyl)methylthio]-1H-[1,4]-dioxino[2,3-f]benzimidazole in 180 ml of methylene chloride at -40° C., with stirring. Stirring is continued for 4 hours and the solution is allowed to come to -20° C. 0.29 ml of trimethyl amine are added, and the organic phase is washed with potassium bicarbo...